Dataset: the Open Reaction Database (ORD), a public repository of structured organic reaction records. Task: describe an organic reaction: reactants, conditions, products, and yield Starting materials: OC1=C(C=C(C(=C1OC)OC)OC)[N+](=O)[O-] (1-Hydroxy-2-nitro-4,5,6-trimethoxybenzene), [N+](=[N-])=C (diazomethane). Solvent: CCOCC (ether). The product is [N+](=O)([O-])C1=C(C(=C(C(=C1)OC)OC)OC)OC (1-Nitro-2,3,4,5-tetramethoxybenzene). Reaction SMILES: [OH:1][C:2]1[C:7]([O:8][CH3:9])=[C:6]([O:10][CH3:11])[C:5]([O:12][CH3:13])=[CH:4][C:3]=1[N+:14]([O-:16])=[O:15].[N+](=[CH2:19])=[N-]>CCOCC>[N+:14]([C:3]1[CH:4]=[C:5]([O:12][CH3:13])[C:6]([O:10][CH3:11])=[C:7]([O:8][CH3:9])[C:2]=1[O:1][CH3:19])([O-:16])=[O:15]. Reported procedure: 1-Hydroxy-2-nitro-4,5,6-trimethoxybenzene (4.58 g, 0.02 mol) was treated with diazomethane (prepared from 1-methyl-3-nitro-1-nitrosoguanidine, 5.88 g, 0.04 mol) in ether (300 ml) for 4 hours at room temperature. The reaction mixture was evaporated in vacuo to dryness, and the residue was chromatographed on a silica gel column (3×40 cm) using hexane/ethyl acetate (9:1) as the eluent. 1-Nitro-2,3,4,5-tetramethoxybenzene was obtained as syrup, 3.45 g (71%). 1NMR (CDCl3): δ3.80, 3.94, 3.96, and 3.98... Starting materials: [Cl-].C1(=CC=CC=C1)[I+]C1=CC=CC=C1 (diphenyliodonium chloride), F[As-](F)(F)(F)(F)F.[K+] (potassium hexafluoroarsenate). Run in O (water), O (water). Run at time 10 minute. The product is F[As-](F)(F)(F)(F)F.C1(=CC=CC=C1)[I+]C1=CC=CC=C1 (diphenyliodonium hexafluoroarsenate). The yield is 47.0%. Reaction SMILES: [Cl-].[C:2]1([I+:8][C:9]2[CH:14]=[CH:13][CH:12]=[CH:11][CH:10]=2)[CH:7]=[CH:6][CH:5]=[CH:4][CH:3]=1.[F:15][As-:16]([F:21])([F:20])([F:19])([F:18])[F:17].[K+]>O>[F:15][As-:16]([F:21])([F:20])([F:19])([F:18])[F:17].[C:9]1([I+:8][C:2]2[CH:3]=[CH:4][CH:5]=[CH:6][CH:7]=2)[CH:10]=[CH:11][CH:12]=[CH:13][CH:14]=1 |f:0.1,2.3,5.6|. Reported procedure: To a hot solution (80° to 90° C.) of diphenyliodonium chloride (5.0 grams, 0.016 moles, obtained from Aldrich)in water (200 grams) was added a solution of potassium hexafluoroarsenate (4.3 grams, 0.019 moles, obtained from Pfaltz & Bauer)in water (34 grams). A white precipitate formed immediately. After stirring for 10 minutes, the solid was collected by suction filtration and then air dried to yield diphenyliodonium hexafluoroarsenate (4.4 grams, 47 percent yield). This crude product, which can... Starting materials: [Al+3], O=C(Cl)c1ccccc1, C#CCO, COc1cccc(OC)c1, Cc1ccccc1, [Cl-], [Cl-], [Cl-], O=C(c1ccccc1)c1ccccc1, Oc1ccc2ccccc2c1, S=C=S, COc1ccc(C2(c3ccccc3)C=Cc3c(ccc4ccccc34)O2)c(OC)c1. The product is COc1ccc(C(=O)c2ccccc2)c(OC)c1. As a reaction SMILES: [Al+3:21].[C:11]([Cl:12])(=[O:13])[c:14]1[cH:15][cH:16][cH:17][cH:18][cH:19]1.[CH2:38]([OH:39])[C:40]#[CH:41].[CH3:1][O:2][c:3]1[cH:4][cH:5][cH:6][c:7]([O:8][CH3:9])[cH:10]1.[CH3:86][c:87]1[cH:88][cH:89][cH:90][cH:91][cH:92]1.[Cl-:20].[Cl-:22].[Cl-:23].[O:24]=[C:25]([c:26]1[cH:27][cH:28][cH:29][cH:30][cH:31]1)[c:32]1[cH:33][cH:34][cH:35][cH:36][cH:37]1.[OH:42][c:43]1[cH:44][c:45]2[c:46]([cH:47][cH:48][cH:49][cH:50]2)[cH:51][cH:52]1.[S:83]=[C:84]=[S:85].[c:53]1([C:59]2([c:73]3[c:74]([O:81][CH3:82])[cH:75][c:76]([O:79][CH3:80])[cH:77][cH:78]3)[O:64][c:60]3[cH:61][cH:62][c:63]4[c:65]([c:66]3[CH:67]=[CH:68]2)[cH:69][cH:70][cH:71][cH:72]4)[cH:54][cH:55][cH:56][cH:57][cH:58]1>>[c:53]1([C:59](=[O:64])[c:73]2[c:74]([O:81][CH3:82])[cH:75][c:76]([O:79][CH3:80])[cH:77][cH:78]2)[cH:54][cH:55][cH:56][cH:57][cH:58]1. The reactants are O=C([O-])[O-], CI, CN(C)C=O, O=C(NCC1(CC2CC2)CCN(S(=O)(=O)c2c[nH]nn2)CC1)c1ccc(Cl)cc1Cl, [K+], [K+]. Product: Cn1cc(S(=O)(=O)N2CCC(CNC(=O)c3ccc(Cl)cc3Cl)(CC3CC3)CC2)nn1. Reaction SMILES: [C:31](=[O:32])([O-:33])[O-:34].[CH3:37][I:38].[CH3:39][N:40]([CH3:41])[CH:42]=[O:43].[Cl:1][c:2]1[c:3]([C:4](=[O:5])[NH:6][CH2:7][C:8]2([CH2:22][CH:23]3[CH2:24][CH2:25]3)[CH2:9][CH2:10][N:11]([S:14](=[O:15])(=[O:16])[c:17]3[n:18][n:19][nH:20][cH:21]3)[CH2:12][CH2:13]2)[cH:26][cH:27][c:28]([Cl:30])[cH:29]1.[K+:35].[K+:36]>>[Cl:1][c:2]1[c:3]([C:4](=[O:5])[NH:6][CH2:7][C:8]2([CH2:22][CH:23]3[CH2:24][CH2:25]3)[CH2:9][CH2:10][N:11]([S:14](=[O:15])(=[O:16])[c:17]3[n:18][n:19][n:20]([CH3:31])[cH:21]3)[CH2:12][CH2:13]2)[cH:26][cH:27][c:28]([Cl:30])[cH:29]1. The reactants are C(C)OP(=O)(C(CC(C1=CC=CC=C1)=O)CCC1=CC=CC=C1)CC(=O)O ([Ethoxy[3-oxo-3-phenyl-1-(2-phenylethyl)-propyl]phosphinyl]acetic acid), N,N'-carbonyldiimidazole, N1[C@H](C(=O)OCC2=CC=CC=C2)CCC1 (L-proline, benzyl ester). The solvent is C(C)#N (acetonitrile), C(C)#N (acetonitrile). Conditions: time 1.5 hour. The product is C(C)OP(=O)(C(CC(C1=CC=CC=C1)=O)CCC1=CC=CC=C1)CC(=O)N1[C@H](C(=O)OCC2=CC=CC=C2)CCC1 ((±)-1-[[ethoxy[3-oxo-3-phenyl-1-(2-phenylethyl)propyl]phosphinyl]acetyl]-L-proline, phenylmethyl ester). Isolated yield 74.0%. RXN SMILES: [CH2:1]([O:3][P:4]([CH2:24][C:25](O)=[O:26])([CH:6]([CH2:16][CH2:17][C:18]1[CH:23]=[CH:22][CH:21]=[CH:20][CH:19]=1)[CH2:7][C:8](=[O:15])[C:9]1[CH:14]=[CH:13][CH:12]=[CH:11][CH:10]=1)=[O:5])[CH3:2].[NH:28]1[CH2:42][CH2:41][CH2:40][C@H:29]1[C:30]([O:32][CH2:33][C:34]1[CH:39]=[CH:38][CH:37]=[CH:36][CH:35]=1)=[O:31]>C(#N)C>[CH2:1]([O:3][P:4]([CH2:24][C:25]([N:28]1[CH2:42][CH2:41][CH2:40][C@H:29]1[C:30]([O:32][CH2:33][C:34]1[CH:35]=[CH:36][CH:37]=[CH:38][CH:39]=1)=[O:31])=[O:26])([CH:6]([CH2:16][CH2:17][C:18]1[CH:19]=[CH:20][CH:21]=[CH:22][CH:23]=1)[CH2:7][C:8](=[O:15])[C:9]1[CH:14]=[CH:13][CH:12]=[CH:11][CH:10]=1)=[O:5])[CH3:2]. Procedure details: A solution of the product from part (d) (834 mg., 2.15 mmole) in dry acetonitrile (8 ml.) is treated with N,N'-carbonyldiimidazole (375 mg., 2.31 mmole) and stirred at 0° (ice bath) under argon for 1.5 hours. The resulting solution is then treated with L-proline, benzyl ester (455 mg., 2.22 mmole) in acetonitrile and stirred at room temperature for 4 hours. The mixture is evaporated to dryness and the residue is taken up in ethyl acetate. The ethyl acetate solution is washed successively with 5%... The reactants are [Br-], CC[Mg+], CCOCC, Cc1ccccc1, Clc1nc(Cl)nc(Cl)n1, Cl. Product: CCc1nc(Cl)nc(Cl)n1. Reaction SMILES: [Br-:1].[CH2:2]([CH3:3])[Mg+:4].[CH3:15][CH2:16][O:17][CH2:18][CH3:19].[CH3:20][c:21]1[cH:22][cH:23][cH:24][cH:25][cH:26]1.[Cl:5][c:6]1[n:7][c:8]([Cl:9])[n:10][c:11]([Cl:12])[n:13]1.[ClH:14]>>[CH2:2]([CH3:3])[c:11]1[n:10][c:8]([Cl:9])[n:7][c:6]([Cl:5])[n:13]1.